Dataset: the Open Reaction Database (ORD), a public repository of structured organic reaction records. Task: describe an organic reaction: reactants, conditions, products, and yield Reactants: ClC1=C(C(=CC=C1C)Cl)NC(C(=O)OCC1=CC=CC=C1)OC(C1=CC=CC=C1)=O (benzyl 2-[(2,6-dichloro-3-methylphenyl)-amino]benzoyloxyacetate), [H][H] (hydrogen). The reagents and catalysts are [Pd] (palladium on carbon). The solvent is C(C)(=O)OCC (ethyl acetate). Yields the product ClC1=C(C(=CC=C1C)Cl)NC(C(=O)O)OC(C1=CC=CC=C1)=O (2-[(2,6-dichloro-3-methylphenyl)-amino]benzoyloxyacetic acid). As a reaction SMILES: [Cl:1][C:2]1[C:7]([CH3:8])=[CH:6][CH:5]=[C:4]([Cl:9])[C:3]=1[NH:10][CH:11]([O:22][C:23](=[O:30])[C:24]1[CH:29]=[CH:28][CH:27]=[CH:26][CH:25]=1)[C:12]([O:14]CC1C=CC=CC=1)=[O:13].[H][H]>C(OCC)(=O)C.[Pd]>[Cl:1][C:2]1[C:7]([CH3:8])=[CH:6][CH:5]=[C:4]([Cl:9])[C:3]=1[NH:10][CH:11]([O:22][C:23](=[O:30])[C:24]1[CH:29]=[CH:28][CH:27]=[CH:26][CH:25]=1)[C:12]([OH:14])=[O:13]. Reported procedure: 20 grams of ester IV (0.045 mol) obtained as in Example 1 were dissolved in 200 ml of ethyl acetate and, after adding 2 g of 10% palladium on carbon, were treated with hydrogen at ambient temperature and pressure. At the end of the reaction the catalyst was filtered on Celite, washing the filter with a little ethyl acetate, and the solvent was then evaporated in vacuo and the residue was recrystallized from ethyl acetate and hexane.